describe an organic reaction: reactants, conditions, products, and yield From a dataset of the Open Reaction Database (ORD), a public repository of structured organic reaction records. The reactants are Cc1cc(CCO)ccc1OCc1ccccc1, CS(C)=O, BrCC1CC1, [H-], [Na+]. Yields the product Cc1cc(CCOCC2CC2)ccc1OCc1ccccc1. RXN SMILES: [CH2:3]([c:4]1[cH:5][cH:6][cH:7][cH:8][cH:9]1)[O:10][c:11]1[c:12]([CH3:20])[cH:13][c:14]([CH2:17][CH2:18][OH:19])[cH:15][cH:16]1.[CH3:26][S:27]([CH3:28])=[O:29].[CH:21]1([CH2:24][Br:25])[CH2:22][CH2:23]1.[H-:1].[Na+:2]>>[CH2:3]([c:4]1[cH:5][cH:6][cH:7][cH:8][cH:9]1)[O:10][c:11]1[c:12]([CH3:20])[cH:13][c:14]([CH2:17][CH2:18][O:19][CH2:24][CH:21]2[CH2:22][CH2:23]2)[cH:15][cH:16]1.